Task: describe an organic reaction: reactants, conditions, products, and yield. Dataset: the Open Reaction Database (ORD), a public repository of structured organic reaction records Reactants: CN1C2=NC(=NC(=C2N=C1CC1CCN(CC1)C(=O)OC(C)(C)C)N1CCOCC1)N1C(=NC2=C1C=CC=C2)C (tert-butyl 4-((9-methyl-2-(2-methyl-1H-benzo[d]imidazol-1-yl)-6-morpholino-9H-purin-8-yl)methyl)piperidine-1-carboxylate), solution, Cl (hydrogen chloride). The solvent is O1CCOCC1 (1,4-dioxane), O1CCOCC1 (1,4-dioxane). Conditions: time 1 hour. The product is CN1C2=NC(=NC(=C2N=C1CC1CCNCC1)N1CCOCC1)N1C(=NC2=C1C=CC=C2)C (4-(9-methyl-2-(2-methyl-1H-benzo[d]imidazol-1-yl)-8-(piperidin-4-ylmethyl)-9H-purin-6-yl)morpholine). Reaction SMILES: [CH3:1][N:2]1[C:10]([CH2:11][CH:12]2[CH2:17][CH2:16][N:15](C(OC(C)(C)C)=O)[CH2:14][CH2:13]2)=[N:9][C:8]2[C:3]1=[N:4][C:5]([N:31]1[C:35]3[CH:36]=[CH:37][CH:38]=[CH:39][C:34]=3[N:33]=[C:32]1[CH3:40])=[N:6][C:7]=2[N:25]1[CH2:30][CH2:29][O:28][CH2:27][CH2:26]1.Cl>O1CCOCC1>[CH3:1][N:2]1[C:10]([CH2:11][CH:12]2[CH2:17][CH2:16][NH:15][CH2:14][CH2:13]2)=[N:9][C:8]2[C:3]1=[N:4][C:5]([N:31]1[C:35]3[CH:36]=[CH:37][CH:38]=[CH:39][C:34]=3[N:33]=[C:32]1[CH3:40])=[N:6][C:7]=2[N:25]1[CH2:26][CH2:27][O:28][CH2:29][CH2:30]1. Procedure details: To a solution of tert-butyl 4-((9-methyl-2-(2-methyl-1H-benzo[d]imidazol-1-yl)-6-morpholino-9H-purin-8-yl)methyl)piperidine-1-carboxylate (0.36 g, 0.66 mmol) in 1,4-dioxane (10 mL) was added a 4M solution of hydrogen chloride in 1,4-dioxane. The reaction mixture was then stirred at room temperature for 1 hour. The resulting suspension was then filtered. The collected solid was washed 1,4-dioxane and dried under vacuum to give 520 (hydrochloride salt) as an off-white solid (0.34 g, quant.). LCMS ...